From a dataset of the Open Reaction Database (ORD), a public repository of structured organic reaction records. describe an organic reaction: reactants, conditions, products, and yield Reactants: BrC=1C=CC(=C(C=O)C1)O (5-bromo-2-hydroxy-benzaldehyde), [BH4-].[Na+] (sodium borohydride), CO (MeOH), CCOC(=O)C (EtOAc). The product is BrC1=CC(=C(C=C1)O)C(OC)OC (4-Bromo-2-dimethoxymethyl-phenol). As a reaction SMILES: [Br:1][C:2]1[CH:3]=[CH:4][C:5]([OH:10])=[C:6]([CH:9]=1)[CH:7]=[O:8].[BH4-].[Na+].C[CH2:14][O:15]C(C)=O.[CH3:19]O>>[Br:1][C:2]1[CH:3]=[CH:4][C:5]([OH:10])=[C:6]([CH:7]([O:15][CH3:14])[O:8][CH3:19])[CH:9]=1 |f:1.2|. Reported procedure: To a solution of 5-bromo-2-hydroxy-benzaldehyde (1 g, 4.9 mmol, Aldrich Chemical Company) in MeOH (25 mL) at 0° C., sodium borohydride (226 mg, 5.9 mmol) was added slowly with stirring. After the addition, the reaction was allowed to warm to rt and stir for an additional hour. Reaction mixture was dissolved into EtOAc and washed with brine (20 mL×2). The organic layer was dried over sodium sulfate. Removal of the solvents in vacuo gave the title compound (1.2 g, quantitative) a yellow oil which ... Reactants: C(C(O)C1=CC=CC=C1)(=O)O (racemic mandelic acid), C(CCCCCCCCC)OC(CNC1=CC=CC=C1)=O (phenylglycine decyl ester), Cl.COC(CNC1=CC=CC=C1)=O (phenylglycine methyl ester HCl), Cl.C(C)(C)OC(CNC1=CC=CC=C1)=O (phenylglycine isopropylester HCl). Product: C(CCC)OC(CNC1=CC=CC=C1)=O (phenylglycine butyl ester). RXN SMILES: C(O)(=O)C(C1C=CC=CC=1)O.Cl.COC(=O)CNC1C=CC=CC=1.Cl.C(OC(=O)CNC1C=CC=CC=1)(C)C.[CH2:40]([O:50][C:51](=[O:60])[CH2:52][NH:53][C:54]1[CH:59]=[CH:58][CH:57]=[CH:56][CH:55]=1)[CH2:41][CH2:42][CH2:43]CCCCCC>>[CH2:40]([O:50][C:51](=[O:60])[CH2:52][NH:53][C:54]1[CH:55]=[CH:56][CH:57]=[CH:58][CH:59]=1)[CH2:41][CH2:42][CH3:43] |f:1.2,3.4|. Reported procedure: Using the method of Example 1, racemic mandelic acid was resolved in separate experiments with D(-) phenylglycine methyl ester HCl, D(-) phenylglycine isopropylester HCl, and D(-) phenylglycine decyl ester DCl. The following table gives the results of these experiments (compared with phenylglycine butyl ester): Yield: 77.2%. Starting materials: ClC1=CC=C(C=C1)S(=O)(=O)N(C1C(NCCCC1)=O)CC1=CC=C(C=C1)C#N (4-Chloro-N-(4-cyano-benzyl)-N-(2-oxo-azepan-3-yl)-benzenesulfonamide), C([O-])(O)=O.[Na+] (sodium bicarbonate), Cl.NO (hydroxylamine hydrochloride). RXN SMILES: [Cl:1][C:2]1[CH:7]=[CH:6][C:5]([S:8]([N:11]([CH2:20][C:21]2[CH:26]=[CH:25][C:24]([C:27]#[N:28])=[CH:23][CH:22]=2)[CH:12]2[CH2:18][CH2:17][CH2:16][CH2:15][NH:14][C:13]2=[O:19])(=[O:10])=[O:9])=[CH:4][CH:3]=1.C(=O)(O)[O-].[Na+].Cl.[NH2:35][OH:36]>C(O)C.O>[Cl:1][C:2]1[CH:7]=[CH:6][C:5]([S:8]([N:11]([CH2:20][C:21]2[CH:22]=[CH:23][C:24]([C:27]([NH:35][OH:36])=[NH:28])=[CH:25][CH:26]=2)[CH:12]2[CH2:18][CH2:17][CH2:16][CH2:15][NH:14][C:13]2=[O:19])(=[O:9])=[O:10])=[CH:4][CH:3]=1 |f:1.2,3.4|. Reported procedure: 4-Chloro-N-(4-cyano-benzyl)-N-(2-oxo-azepan-3-yl)-benzenesulfonamide (2.09 g, 5.00 mmol), sodium bicarbonate (0.52 g, 6.15 mmol) and hydroxylamine hydrochloride (0.43 g, 6.15 mmol) in a mixture of 20 ml ethanol and 4 ml water were refluxed for 11 hours. The solvents were removed by distillation and the residue was recrystalized from water. The solid was then suspended in dichloromethane, refluxed, cooled to room temperature and filtered to yield 1.74 g (77%) 4-{[(4-chloro-benzenesulfonyl)-(2-oxo... Solvent: C(C)O (ethanol), O (water). Yields the product ClC1=CC=C(C=C1)S(=O)(=O)N(C1C(NCCCC1)=O)CC1=CC=C(C(=N)NO)C=C1 (4-{[(4-chloro-benzenesulfonyl)-(2-oxo-azepan-3-yl)-amino]-methyl}-N-hydroxy-benzamidine). Reactants: S1C2=C(C=C1C(=O)O)CCCC2 (4,5,6,7-tetrahydrobenzo[b]thiophene-2-carboxylic acid), S(=O)(Cl)Cl (thionyl chloride). Product: S1C2=C(C=C1C(=O)Cl)CCCC2 (4,5,6,7-tetrahydrobenzo[b]thiophene-2-carbonyl chloride). As a reaction SMILES: [S:1]1[C:5]([C:6](O)=[O:7])=[CH:4][C:3]2[CH2:9][CH2:10][CH2:11][CH2:12][C:2]1=2.S(Cl)([Cl:15])=O>>[S:1]1[C:5]([C:6]([Cl:15])=[O:7])=[CH:4][C:3]2[CH2:9][CH2:10][CH2:11][CH2:12][C:2]1=2. Reported procedure: 1.0 g of 4,5,6,7-tetrahydrobenzo[b]thiophene-2-carboxylic acid was reacted with 4 ml of thionyl chloride for 3.5 hours under reflux. Then, excess thionyl chloride was distilled off under reduced pressure to obtain 4,5,6,7-tetrahydrobenzo[b]thiophene-2-carbonyl chloride. The reactants are N (ammonia), C(C1=CC=CC=C1)OC(=O)C1(CCCCC1)NCC1=CC=C(C=C1)C1=C(C=CC=C1)C#N (N-(1-benzyloxycarbonylcyclohexyl)-N-(2'-cyanobiphenyl-4-ylmethyl)-amine), CCN(C(C)C)C(C)C (Hunig base), C(CCCC)(=O)Cl (pentanoyl chloride). The solvent is C(C)(=O)OCC (ethyl acetate). Conditions: time 1 hour. The product is C(C1=CC=CC=C1)OC(=O)C1(CCCCC1)N(C(CCCC)=O)CC1=CC=C(C=C1)C1=C(C=CC=C1)C#N (N-(1-benzyloxycarbonylcyclohexyl)-N-(2'-cyanobiphenyl-4-ylmethyl)-N-pentanoyl-amine). RXN SMILES: [CH2:1]([O:8][C:9]([C:11]1([NH:17][CH2:18][C:19]2[CH:24]=[CH:23][C:22]([C:25]3[CH:30]=[CH:29][CH:28]=[CH:27][C:26]=3[C:31]#[N:32])=[CH:21][CH:20]=2)[CH2:16][CH2:15][CH2:14][CH2:13][CH2:12]1)=[O:10])[C:2]1[CH:7]=[CH:6][CH:5]=[CH:4][CH:3]=1.CCN(C(C)C)C(C)C.[C:42](Cl)(=[O:47])[CH2:43][CH2:44][CH2:45][CH3:46].N>C(OCC)(=O)C>[CH2:1]([O:8][C:9]([C:11]1([N:17]([CH2:18][C:19]2[CH:20]=[CH:21][C:22]([C:25]3[CH:30]=[CH:29][CH:28]=[CH:27][C:26]=3[C:31]#[N:32])=[CH:23][CH:24]=2)[C:42](=[O:47])[CH2:43][CH2:44][CH2:45][CH3:46])[CH2:12][CH2:13][CH2:14][CH2:15][CH2:16]1)=[O:10])[C:2]1[CH:7]=[CH:6][CH:5]=[CH:4][CH:3]=1. Procedure: A solution of 2.9 g (6.8 mmol) of N-(1-benzyloxycarbonylcyclohexyl)-N-(2'-cyanobiphenyl-4-ylmethyl)-amine and 4.4 ml (26 mmol) of Hunig base in 50 ml of ethyl acetate is treated with 1.1 g (9 mmol) of pentanoyl chloride, and the mixture is heated to reflux for 24 hours. After cooling, the reaction mixture is treated with 20 ml of aqueous ammonia solution (2N) and stirred for 1 hour. The organic phase is separated, washed in succession with 2 N-hydrochloric acid, saturated sodium hydrogencarbonat... Starting materials: [BH4-], CCO, [Na+], CC(=O)C(C)(C)c1cc(Cn2cncn2)cc(C(C)(C)C#N)c1, O. The product is CC(O)C(C)(C)c1cc(Cn2cncn2)cc(C(C)(C)C#N)c1. As a reaction SMILES: [BH4-:1].[CH3:26][CH2:27][OH:28].[Na+:2].[O:3]=[C:4]([C:5]([CH3:6])([CH3:7])[c:8]1[cH:9][c:10]([C:20]([C:21]#[N:22])([CH3:23])[CH3:24])[cH:11][c:12]([CH2:14][n:15]2[n:16][cH:17][n:18][cH:19]2)[cH:13]1)[CH3:25].[OH2:29]>>[OH:3][CH:4]([C:5]([CH3:6])([CH3:7])[c:8]1[cH:9][c:10]([C:20]([C:21]#[N:22])([CH3:23])[CH3:24])[cH:11][c:12]([CH2:14][n:15]2[n:16][cH:17][n:18][cH:19]2)[cH:13]1)[CH3:25].